This data is from the Open Reaction Database (ORD), a public repository of structured organic reaction records. The task is: describe an organic reaction: reactants, conditions, products, and yield RXN SMILES: [CH2:1]([CH3:2])[O:3][c:4]1[c:5]([F:29])[c:6]([F:28])[c:7]([CH:10]2[CH:11]([OH:27])[CH2:12][CH:13]([CH:16]3[CH2:17][CH2:18][CH:19]([CH2:22][CH2:23][CH2:24][CH2:25][CH3:26])[CH2:20][CH2:21]3)[CH2:14][CH2:15]2)[cH:8][cH:9]1.[CH3:41][CH:42]([OH:43])[CH3:44].[Cl:45][CH2:46][Cl:47].[O:30]=[Cr:31]([Cl:32])([O-:33])=[O:34].[nH+:35]1[cH:36][cH:37][cH:38][cH:39][cH:40]1>>[CH2:1]([CH3:2])[O:3][c:4]1[c:5]([F:29])[c:6]([F:28])[c:7]([CH:10]2[C:11](=[O:27])[CH2:12][CH:13]([CH:16]3[CH2:17][CH2:18][CH:19]([CH2:22][CH2:23][CH2:24][CH2:25][CH3:26])[CH2:20][CH2:21]3)[CH2:14][CH2:15]2)[cH:8][cH:9]1. The reactants are CCCCCC1CCC(C2CCC(c3ccc(OCC)c(F)c3F)C(O)C2)CC1, CC(C)O, ClCCl, O=[Cr](=O)([O-])Cl, c1cc[nH+]cc1. Yields the product CCCCCC1CCC(C2CCC(c3ccc(OCC)c(F)c3F)C(=O)C2)CC1. Starting materials: N1=C(C=CC2=CC=CC=C12)C=O (2-quinolinecarboxaldehyde), CC(C)(C(=O)[O-])P(=O)(O)OC (trimethylphosphonoacetate), C1CCOC1 (THF), suspension, [H-].[Na+] (sodium hydride). Run at time 3 hour. Product: N1=C(C=CC2=CC=CC=C12)/C=C/C(=O)OC (methyl(2E)-3-(quinolin-2-yl)prop-2-enoate). As a reaction SMILES: [N:1]1[C:10]2[C:5](=[CH:6][CH:7]=[CH:8][CH:9]=2)[CH:4]=[CH:3][C:2]=1[CH:11]=O.C[C:14](P(OC)(O)=O)([C:16]([O-:18])=[O:17])C.[H-].[Na+].[CH2:26]1COCC1>>[N:1]1[C:10]2[C:5](=[CH:6][CH:7]=[CH:8][CH:9]=2)[CH:4]=[CH:3][C:2]=1/[CH:11]=[CH:14]/[C:16]([O:18][CH3:26])=[O:17] |f:2.3|. Procedure details: To a solution of 2-quinolinecarboxaldehyde (10 g, 64 mmol) in 200 mL THF was added trimethylphosphonoacetate (11.0 mL, 76 mmol) and then sodium hydride (3.05 g of a 60% suspension in oil, 76 mmol). After stirring for 3 h at room temperature, the reaction was quenched by the addition of a saturated ammonium chloride solution. The mixture was extracted twice with EtOAc, the combined organic layers were washed with brine, dried over Na2SO4, filtered and concentrated. The residue was suspended in ˜7...